This data is from the Open Reaction Database (ORD), a public repository of structured organic reaction records. The task is: describe an organic reaction: reactants, conditions, products, and yield Starting materials: ClCC1=CC=C(CON2C(C=3C(C2=O)=CC=CC3)=O)C=C1 (N-(4-chloromethylbenzyloxy)phthalimide), C1(C=2C(C(N1)=O)=CC=CC2)=O.[K] (potassium phthalimide), ice water. The solvent is CN(C=O)C (N,N-dimethylformamide). Conditions: temperature 60 celsius, time 5 hour. Product: C1(C=2C(C(N1CC1=CC=C(CON3C(C=4C(C3=O)=CC=CC4)=O)C=C1)=O)=CC=CC2)=O (N-(4-phthalimidomethylbenzyloxy)-phthalimide). The yield is 83.1%. As a reaction SMILES: Cl[CH2:2][C:3]1[CH:21]=[CH:20][C:6]([CH2:7][O:8][N:9]2[C:13](=[O:14])[C:12]3=[CH:15][CH:16]=[CH:17][CH:18]=[C:11]3[C:10]2=[O:19])=[CH:5][CH:4]=1.[C:22]1(=[O:32])[NH:26][C:25](=[O:27])[C:24]2=[CH:28][CH:29]=[CH:30][CH:31]=[C:23]12.[K]>CN(C)C=O>[C:22]1(=[O:32])[N:26]([CH2:2][C:3]2[CH:21]=[CH:20][C:6]([CH2:7][O:8][N:9]3[C:13](=[O:14])[C:12]4=[CH:15][CH:16]=[CH:17][CH:18]=[C:11]4[C:10]3=[O:19])=[CH:5][CH:4]=2)[C:25](=[O:27])[C:24]2=[CH:28][CH:29]=[CH:30][CH:31]=[C:23]12 |f:1.2,^1:32|. Procedure: A mixture of N-(4-chloromethylbenzyloxy)phthalimide (18.5 g.) and potassium phthalimide (15.4 g.) in N,N-dimethylformamide (180 ml.) was stirred at 60° C. for 5 hours. The mixture was poured into ice-water and the precipitates were collected by filtration. The precipitates were washed with water and acetone in turn to give N-(4-phthalimidomethylbenzyloxy)-phthalimide (21.0 g.). Starting materials: [BH4-], CC(C)(C)OC(=O)N(CCCCN)C1CC1, Cc1cnc(C=O)c(C)c1, CO, [Na+]. The product is Cc1cnc(CNCCCCN(C(=O)OC(C)(C)C)C2CC2)c(C)c1. As a reaction SMILES: [BH4-:27].[C:1]([CH3:2])([CH3:3])([CH3:4])[O:5][C:6]([N:7]([CH:8]1[CH2:9][CH2:10]1)[CH2:11][CH2:12][CH2:13][CH2:14][NH2:15])=[O:16].[CH3:17][c:18]1[c:19]([CH:25]=[O:26])[n:20][cH:21][c:22]([CH3:24])[cH:23]1.[CH3:29][OH:30].[Na+:28]>>[C:1]([CH3:2])([CH3:3])([CH3:4])[O:5][C:6]([N:7]([CH:8]1[CH2:9][CH2:10]1)[CH2:11][CH2:12][CH2:13][CH2:14][NH:15][CH2:25][c:19]1[c:18]([CH3:17])[cH:23][c:22]([CH3:24])[cH:21][n:20]1)=[O:16].